From a dataset of the Open Reaction Database (ORD), a public repository of structured organic reaction records. describe an organic reaction: reactants, conditions, products, and yield Reactants: [OH-].[Na+] (NaOH), C(#N)[BH3-].[Na+] (sodium cyanoborohydride), [N+](=O)([O-])C=1C=C2NCCNC2=CC1 (1,2,3,4-tetrahydro-6-nitroquinoxaline), C=O (paraformaldehyde). The solvent is C(C)(=O)O (acetic acid). Run at time 24 hour. Yields the product CN1CCN(C2=CC(=CC=C12)[N+](=O)[O-])C (N,N'-dimethyl-1,2,3,4-tetrahydro-6-nitroquinoxaline). Reaction SMILES: [C:1]([BH3-])#[N:2].[Na+].[N+:5]([C:8]1[CH:9]=[C:10]2[C:15](=[CH:16][CH:17]=1)[NH:14][CH2:13][CH2:12]N2)([O-:7])=[O:6].[CH2:18]=O.[OH-].[Na+]>C(O)(=O)C>[CH3:18][N:14]1[C:15]2[C:10](=[CH:9][C:8]([N+:5]([O-:7])=[O:6])=[CH:17][CH:16]=2)[N:2]([CH3:1])[CH2:12][CH2:13]1 |f:0.1,4.5|. Procedure details: 1.52 g (0.024 mole) sodium cyanoborohydride was added at 25° C., to a mixture of 1.08 g (0.006 mole) of the 1,2,3,4-tetrahydro-6-nitroquinoxaline obtained in accordance with J. Het. Chem. 10, 213 (1973) and 1.5 g (0.005 mole) paraformaldehyde in 300 ml acetic acid. The solution was then left standing for 24 hours at room temperature. The solution was then poured into 60 ml 25% aqueous NaOH solution. The mixture obtained was then extracted three times with methylene chloride. After drying and con... Starting materials: [H][H] (hydrogen), 70, CC1=CC(=C(C=C1)NCCCO)[N+](=O)[O-] (3-[(4-methyl-2-nitrophenyl)amino]-1-propanol). The reagents and catalysts are [Pd] (palladium-on-charcoal). Solvent: CO (methanol). Product: 54, NC1=C(C=CC(=C1)C)NCCCO (3-[(2-amino-4-methylphenyl)amino]-1-propanol). The yield is 91.0%. RXN SMILES: [CH3:1][C:2]1[CH:7]=[CH:6][C:5]([NH:8][CH2:9][CH2:10][CH2:11][OH:12])=[C:4]([N+:13]([O-])=O)[CH:3]=1.[H][H]>[Pd].CO>[NH2:13][C:4]1[CH:3]=[C:2]([CH3:1])[CH:7]=[CH:6][C:5]=1[NH:8][CH2:9][CH2:10][CH2:11][OH:12]. Procedure: A mixture of 70 parts of 3-[(4-methyl-2-nitrophenyl)amino]-1-propanol and 400 parts of methanol is hydrogenated at normal pressure and at room temperature with 10 parts of palladium-on-charcoal catalyst 10%. After the calculated amount of hydrogen is taken up, the catalyst is filtered off and the filtrate is evaporated, yielding 54 parts (91%) of 3-[(2-amino-4-methylphenyl)amino]-1-propanol as a residue.